Dataset: the Open Reaction Database (ORD), a public repository of structured organic reaction records. Task: describe an organic reaction: reactants, conditions, products, and yield Reactants: [N+](=O)([O-])C=1C(=C2C(=NC1)C=CS2)NC2CCN(CC2)C(=O)OC(C)(C)C (tert-butyl 4-[(6-nitrothieno[3,2-b]pyridin-7-yl)amino]piperidine-1-carboxylate). The reagents and catalysts are [Pd] (palladium on carbon). The solvent is CO (methanol). Yields the product NC=1C(=C2C(=NC1)C=CS2)NC2CCN(CC2)C(=O)OC(C)(C)C (tert-Butyl 4-[(6-aminothieno[3,2-b]pyridin-7-yl)amino]piperidine-1-carboxylate). The yield is 102.0%. RXN SMILES: [N+:1]([C:4]1[C:5]([NH:13][CH:14]2[CH2:19][CH2:18][N:17]([C:20]([O:22][C:23]([CH3:26])([CH3:25])[CH3:24])=[O:21])[CH2:16][CH2:15]2)=[C:6]2[S:12][CH:11]=[CH:10][C:7]2=[N:8][CH:9]=1)([O-])=O>[Pd].CO>[NH2:1][C:4]1[C:5]([NH:13][CH:14]2[CH2:19][CH2:18][N:17]([C:20]([O:22][C:23]([CH3:26])([CH3:25])[CH3:24])=[O:21])[CH2:16][CH2:15]2)=[C:6]2[S:12][CH:11]=[CH:10][C:7]2=[N:8][CH:9]=1. Procedure details: A mixture of tert-butyl 4-[(6-nitrothieno[3,2-b]pyridin-7-yl)amino]piperidine-1-carboxylate (0.70 g, 1.8 mmol) and 10% palladium on carbon (0.2 g) in methanol (20 mL) was subjected to balloon pressure of H2 at room temperature for 5 h. The reaction mixture was filtered and concentrated and to give the desired product (0.64 g, 100%). LCMS calculated for C17H25N4O2S (M+H)+: m/z=349.2. Found: 349.1. The reactants are [OH-].[Na+] (Sodium hydroxide), COC(C1=CC(=CC(=C1)OCCCCCCCCCCCCCC)OCCCOC1=CC=C(C=C1)OCC1=CC=CC=C1)=O (3-[3-[4-(phenylmethoxy) phenoxy]propoxy]-5-(tetradecyloxy)benzoic acid methyl ester). Yields the product C1(=CC=CC=C1)COC1=CC=C(OCCCOC=2C=C(C(=O)O)C=C(C2)OCCCCCCCCCCCCCC)C=C1 (3-[3-[4-(phenylmethoxy)phenoxy]propoxy]-5-(tetradecyloxy)benzoic acid). The yield is 96.0%. As a reaction SMILES: [OH-].[Na+].C[O:4][C:5](=[O:46])[C:6]1[CH:11]=[C:10]([O:12][CH2:13][CH2:14][CH2:15][CH2:16][CH2:17][CH2:18][CH2:19][CH2:20][CH2:21][CH2:22][CH2:23][CH2:24][CH2:25][CH3:26])[CH:9]=[C:8]([O:27][CH2:28][CH2:29][CH2:30][O:31][C:32]2[CH:37]=[CH:36][C:35]([O:38][CH2:39][C:40]3[CH:45]=[CH:44][CH:43]=[CH:42][CH:41]=3)=[CH:34][CH:33]=2)[CH:7]=1>>[C:40]1([CH2:39][O:38][C:35]2[CH:34]=[CH:33][C:32]([O:31][CH2:30][CH2:29][CH2:28][O:27][C:8]3[CH:7]=[C:6]([CH:11]=[C:10]([O:12][CH2:13][CH2:14][CH2:15][CH2:16][CH2:17][CH2:18][CH2:19][CH2:20][CH2:21][CH2:22][CH2:23][CH2:24][CH2:25][CH3:26])[CH:9]=3)[C:5]([OH:46])=[O:4])=[CH:37][CH:36]=2)[CH:41]=[CH:42][CH:43]=[CH:44][CH:45]=1 |f:0.1|. Procedure details: Sodium hydroxide hydrolysis of 3-[3-[4-(phenylmethoxy) phenoxy]propoxy]-5-(tetradecyloxy)benzoic acid methyl ester gave 3-[3-[4-(phenylmethoxy)phenoxy]propoxy]-5-(tetradecyloxy)benzoic acid (96% yield, mp 77°-79°). Reactants: CN(C)C(=O)CC1(O)C(=O)N(Cc2ccccc2)c2ccccc21, CC(=O)O, CC(=O)OC(C)=O, O. The product is CN(C)C(=O)C=C1C(=O)N(Cc2ccccc2)c2ccccc21. As a reaction SMILES: [CH2:1]([c:2]1[cH:3][cH:4][cH:5][cH:6][cH:7]1)[N:8]1[C:9](=[O:24])[C:10]([OH:17])([CH2:18][C:19](=[O:20])[N:21]([CH3:22])[CH3:23])[c:11]2[cH:12][cH:13][cH:14][cH:15][c:16]21.[CH3:25][C:26](=[O:27])[OH:28].[CH3:29][C:30]([O:31][C:32](=[O:33])[CH3:34])=[O:35].[OH2:36]>>[CH2:1]([c:2]1[cH:3][cH:4][cH:5][cH:6][cH:7]1)[N:8]1[C:9](=[O:24])[C:10](=[CH:18][C:19](=[O:20])[N:21]([CH3:22])[CH3:23])[c:11]2[cH:12][cH:13][cH:14][cH:15][c:16]21. The product is CC=1SC(=C(N1)C(=O)N1[C@@H]([C@H]2C[C@H]2C1)CNC(=O)C1=C(N(C2=CC=CC=C12)C)C)C=1C=C(C=CC1)C (1,2-Dimethyl-1H-indole-3-carboxylic Acid[(1S,2S,5R)-3-(2-methyl-5-m-tolyl-thiazole-4-carbonyl)-3-aza-bicyclo[3.1.0]hex-2-ylmethyl]-amide). Procedure details: prepared by reaction of ((1S,2S,5R)-2-Aminomethyl-3-aza-bicyclo[3.1.0]hex-3-yl)-(2-methyl-5-m-tolyl-thiazol-4-yl)-methanone with 1,2-Dimethyl-1H-indole-3-carboxylic acid. LC-MS (basic): tR=0.92 min; [M+H]+=499.4. Reaction SMILES: [NH2:1][CH2:2][C@H:3]1[N:8]([C:9]([C:11]2[N:12]=[C:13]([CH3:23])[S:14][C:15]=2[C:16]2[CH:17]=[C:18]([CH3:22])[CH:19]=[CH:20][CH:21]=2)=[O:10])[CH2:7][C@H:6]2[C@@H:4]1[CH2:5]2.[CH3:24][N:25]1[C:33]2[C:28](=[CH:29][CH:30]=[CH:31][CH:32]=2)[C:27]([C:34](O)=[O:35])=[C:26]1[CH3:37]>>[CH3:23][C:13]1[S:14][C:15]([C:16]2[CH:17]=[C:18]([CH3:22])[CH:19]=[CH:20][CH:21]=2)=[C:11]([C:9]([N:8]2[CH2:7][C@H:6]3[C@H:4]([CH2:5]3)[C@H:3]2[CH2:2][NH:1][C:34]([C:27]2[C:28]3[C:33](=[CH:32][CH:31]=[CH:30][CH:29]=3)[N:25]([CH3:24])[C:26]=2[CH3:37])=[O:35])=[O:10])[N:12]=1. The reactants are NC[C@@H]1[C@H]2C[C@H]2CN1C(=O)C=1N=C(SC1C=1C=C(C=CC1)C)C (((1S,2S,5R)-2-Aminomethyl-3-aza-bicyclo[3.1.0]hex-3-yl)-(2-methyl-5-m-tolyl-thiazol-4-yl)-methanone), CN1C(=C(C2=CC=CC=C12)C(=O)O)C (1,2-Dimethyl-1H-indole-3-carboxylic acid). The reactants are CCOC(C)=O, CO, O=[N+]([O-])c1ccc(-c2nc3c(Cl)c(Cl)cnc3[nH]2)cc1, Clc1ccccc1Cl, Nc1ccccc1, O, Cc1ccc(S(=O)(=O)O)cc1. Product: O=[N+]([O-])c1ccc(-c2nc3c(Nc4ccccc4)c(Cl)cnc3[nH]2)cc1. Reaction SMILES: [CH3:40][CH2:41][O:42][C:43](=[O:44])[CH3:45].[CH3:54][OH:55].[Cl:1][c:2]1[c:3]([Cl:20])[c:4]2[c:5]([n:6][cH:7]1)[nH:8][c:9](-[c:11]1[cH:12][cH:13][c:14]([N+:17](=[O:18])[O-:19])[cH:15][cH:16]1)[n:10]2.[Cl:46][c:47]1[cH:48][cH:49][cH:50][cH:51][c:52]1[Cl:53].[NH2:21][c:22]1[cH:23][cH:24][cH:25][cH:26][cH:27]1.[OH2:28].[c:29]1([CH3:30])[cH:31][cH:32][c:33]([S:34]([OH:35])(=[O:36])=[O:37])[cH:38][cH:39]1>>[Cl:1][c:2]1[c:3]([NH:21][c:22]2[cH:23][cH:24][cH:25][cH:26][cH:27]2)[c:4]2[c:5]([n:6][cH:7]1)[nH:8][c:9](-[c:11]1[cH:12][cH:13][c:14]([N+:17](=[O:18])[O-:19])[cH:15][cH:16]1)[n:10]2. Starting materials: CCCCCCN=C=O, O=c1[nH]sc2ccccc12. Yields the product CCCCCCNC(=O)n1sc2ccccc2c1=O. RXN SMILES: [CH2:11]([CH2:12][CH2:13][CH2:14][CH2:15][CH3:16])[N:17]=[C:18]=[O:19].[O:1]=[c:2]1[nH:3][s:4][c:5]2[cH:6][cH:7][cH:8][cH:9][c:10]12>>[O:1]=[c:2]1[n:3]([C:18]([NH:17][CH2:11][CH2:12][CH2:13][CH2:14][CH2:15][CH3:16])=[O:19])[s:4][c:5]2[cH:6][cH:7][cH:8][cH:9][c:10]12. Reactants: [H-].[Na+] (Sodium hydride), FC1=C(C=CC=C1F)C(=O)C1=C(C=C(C=C1O)N1CCOCC1)O ((2,3-difluorophenyl)-(2,6-dihydroxy-4-morpholin-4-yl-phenyl)methanone), CCOC(=O)C (EtOAc). Solvent: CN(C)C=O (DMF). Reaction conditions: temperature 75 celsius. Product: FC1=C2OC=3C=C(C=C(C3C(C2=CC=C1)=O)O)N1CCOCC1 (5-fluoro-1-hydroxy-3-morpholin-4-yl-xanthen-9-one). Yield: 6.3%. RXN SMILES: [H-].[Na+].F[C:4]1[C:9]([F:10])=[CH:8][CH:7]=[CH:6][C:5]=1[C:11]([C:13]1[C:18]([OH:19])=[CH:17][C:16]([N:20]2[CH2:25][CH2:24][O:23][CH2:22][CH2:21]2)=[CH:15][C:14]=1[OH:26])=[O:12].CCOC(C)=O>CN(C=O)C>[F:10][C:9]1[CH:8]=[CH:7][CH:6]=[C:5]2[C:4]=1[O:26][C:14]1[CH:15]=[C:16]([N:20]3[CH2:25][CH2:24][O:23][CH2:22][CH2:21]3)[CH:17]=[C:18]([OH:19])[C:13]=1[C:11]2=[O:12] |f:0.1|. Procedure details: Sodium hydride (24 mg, 1.0 mmol, 60%) was added to a solution of a compound of Example 24 (168 Mg, 0.50 mmol) in DMF (2 mL), then the mixture was heated at 75° C. for 4 h. The reaction was cooled to 22° C., and EtOAc (70 mL) was added to produce a yellow precipitate. The precipitate was filtered and dried to yield 10 mg (7%) of 5-fluoro-1-hydroxy-3-morpholin-4-yl-xanthen-9-one. 1H NMR (CDCl3, 400 MHz) δ: 12.59 (s, 1H), 7.95 (d, 1H), 7.75 (m, 1H), 7.40 (m, 1H), 6.60 (s, 1H), 6.38 (s, 1H), 3.65-3....